Dataset: the Open Reaction Database (ORD), a public repository of structured organic reaction records. Task: describe an organic reaction: reactants, conditions, products, and yield Reactants: CCOC(=O)c1ccc(Br)c(C)c1, OB(O)c1ccc(F)cc1. The product is CCOC(=O)c1ccc(-c2ccc(F)cc2)c(C)c1. RXN SMILES: [CH2:1]([CH3:2])[O:3][C:4]([c:5]1[cH:6][c:7]([CH3:12])[c:8]([Br:11])[cH:9][cH:10]1)=[O:13].[OH:14][B:15]([OH:16])[c:17]1[cH:18][cH:19][c:20]([F:21])[cH:22][cH:23]1>>[CH2:1]([CH3:2])[O:3][C:4]([c:5]1[cH:6][c:7]([CH3:12])[c:8](-[c:17]2[cH:18][cH:19][c:20]([F:21])[cH:22][cH:23]2)[cH:9][cH:10]1)=[O:13]. Reactants: COC(C(C1=CC=CC=C1)Br)=O (bromophenylacetic acid methyl ester), O1C(=CC=C1)B(O)O (2-furanboronic acid), C([O-])([O-])=O.[Na+].[Na+] (sodium carbonate). The reagents and catalysts are C=1C=CC(=CC1)[P](C=2C=CC=CC2)(C=3C=CC=CC3)[Pd]([P](C=4C=CC=CC4)(C=5C=CC=CC5)C=6C=CC=CC6)([P](C=7C=CC=CC7)(C=8C=CC=CC8)C=9C=CC=CC9)[P](C=1C=CC=CC1)(C=1C=CC=CC1)C=1C=CC=CC1 (tetrakis(triphenylphosphine)palladium). The solvent is O1CCCC1 (tetrahydrofuran), O (H2O). Conditions: temperature 50 celsius, time 14 hour. Yields the product COC(CC1=CC(=CC=C1)C=1OC=CC1)=O (3-furanylphenylacetic acid methyl ester). The yield is 66.3%. RXN SMILES: [CH3:1][O:2][C:3](=[O:12])[CH:4](Br)[C:5]1[CH:10]=[CH:9][CH:8]=[CH:7][CH:6]=1.[O:13]1[CH:17]=[CH:16][CH:15]=[C:14]1B(O)O.C(=O)([O-])[O-].[Na+].[Na+]>O1CCCC1.O.C1C=CC([P]([Pd]([P](C2C=CC=CC=2)(C2C=CC=CC=2)C2C=CC=CC=2)([P](C2C=CC=CC=2)(C2C=CC=CC=2)C2C=CC=CC=2)[P](C2C=CC=CC=2)(C2C=CC=CC=2)C2C=CC=CC=2)(C2C=CC=CC=2)C2C=CC=CC=2)=CC=1>[CH3:1][O:2][C:3](=[O:12])[CH2:4][C:5]1[CH:10]=[CH:9][CH:8]=[C:7]([C:14]2[O:13][CH:17]=[CH:16][CH:15]=2)[CH:6]=1 |f:2.3.4,^1:36,38,57,76|. Procedure details: To a solution of bromophenylacetic acid methyl ester (0.075 g, 0.328 mmol, 1.0 eq) in tetrahydrofuran (5.0 ml) was added 2-furanboronic acid (0.048 g, 0.426 mmol, 1.3 eq) and sodium carbonate (0.328 ml of a 2M soln in H2O). The solution was degassed and sonicated three times before adding tetrakis(triphenylphosphine)palladium (0.038 g, 0.033 mmol, 0.1 eq). The mixture was degassed and sonicated a further three times before stirring at 50° C. for 14 hours. After cooling to room temperature the so...